The task is: describe an organic reaction: reactants, conditions, products, and yield. This data is from the Open Reaction Database (ORD), a public repository of structured organic reaction records. The reactants are FC(C=1C=C(C=C(C1)C(F)(F)F)[C@@H](CO)O)(F)F ((S)-1-(3,5-Bis(trifluoromethyl)phenyl)ethan-1,2-diol), C(CCC)[Sn](CCCC)=O (di-n-butyltin oxide), C1(=CC=CC=C1)C (toluene). Reaction conditions: time 1 hour. The product is C(C1=CC=CC=C1)OC[C@@H](O)C1=CC(=CC(=C1)C(F)(F)F)C(F)(F)F ((S)-2-Benzyloxy-1-(3,5-bis(trifluoromethyl)phenyl)ethanol). Reaction SMILES: [F:1][C:2]([F:18])([F:17])[C:3]1[CH:4]=[C:5]([C@H:13]([OH:16])[CH2:14][OH:15])[CH:6]=[C:7]([C:9]([F:12])([F:11])[F:10])[CH:8]=1.C([Sn](=O)CCCC)CCC.[C:29]1([CH3:35])[CH:34]=[CH:33][CH:32]=[CH:31][CH:30]=1>>[CH2:35]([O:15][CH2:14][C@H:13]([C:5]1[CH:4]=[C:3]([C:2]([F:17])([F:18])[F:1])[CH:8]=[C:7]([C:9]([F:11])([F:12])[F:10])[CH:6]=1)[OH:16])[C:29]1[CH:34]=[CH:33][CH:32]=[CH:31][CH:30]=1. Procedure details: (S)-1-(3,5-Bis(trifluoromethyl)phenyl)ethan-1,2-diol (11.45 g) and di-n-butyltin oxide (10.40 g) were dissolved in toluene (200 ml) and refluxed in a Dean and Stark apparatus for 16 hours. The toluene was removed under reduced pressure, cesium fluoride (12.70 g) suspended in N,N-dimethylformamide (200 ml) was added and the reaction stirred for 1 hour. The reaction was diluted with water and filtered through Hyflo™ before concentrating under reduced pressure and extracting into ethyl acetate. The... Reactants: C([O-])(O)=O.[Na+] (sodium bicarbonate), [Si](C)(C)(C(C)(C)C)OC(C)[C@H]1CC[C@H]2[C@@H]3[C@H](C[C@H]4NCCC[C@]4(C)[C@H]3CC[C@]12C)C (20-tert-Butyldimethylsilyloxy-7β-methyl-5α-4-azapregnane), [Si](C)(C)(C(C)(C)C)OC(C)[C@H]1CC[C@H]2[C@@H]3[C@H](C[C@H]4NCCC[C@]4(C)[C@H]3CC[C@]12C)C (20-tert-Butyldimethylsilyloxy-7β-methyl-5α-4-azapregnane), F (hydrofluoric acid). Run in C(C)#N (acetonitrile). Run at time 8 hour. Yields the product OC(C)[C@H]1CC[C@H]2[C@@H]3[C@H](C[C@H]4NC(CC[C@]4(C)[C@H]3CC[C@]12C)=O)C (20-Hydroxy-7β-methyl-5α-4-azapregnan-3-one). As a reaction SMILES: [Si]([O:8][CH:9]([C@@H:11]1[C@:28]2([CH3:29])[C@H:14]([C@H:15]3[C@H:25]([CH2:26][CH2:27]2)[C@:23]2([CH3:24])[C@H:18]([NH:19][CH2:20][CH2:21][CH2:22]2)[CH2:17][C@@H:16]3[CH3:30])[CH2:13][CH2:12]1)[CH3:10])(C(C)(C)C)(C)C.F.C(=O)(O)[O-:33].[Na+]>C(#N)C>[OH:8][CH:9]([C@@H:11]1[C@:28]2([CH3:29])[C@H:14]([C@H:15]3[C@H:25]([CH2:26][CH2:27]2)[C@:23]2([CH3:24])[C@H:18]([NH:19][C:20](=[O:33])[CH2:21][CH2:22]2)[CH2:17][C@@H:16]3[CH3:30])[CH2:13][CH2:12]1)[CH3:10] |f:2.3|. Procedure details: To a slurry of crude 20-tert-butyldimethylsilyloxy-7β-methyl-5α-4-azapregnane (25.2 g, product of Step 9) in acetonitrile (300 mL) was added an aqueous solution of hydrofluoric acid (12 mL). After stirring for 8 hr at room temperature, the reaction mixture was cooled to 0° C. and saturated sodium bicarbonate solution was slowly added. The mixture was extracted with methylene chloride (3×500 mL) and the combined extracts washed with water, saturated salt solution and dried over anhydrous sodium s... Starting materials: BrC1(C(OC2=C(O1)C=CC=C2)Br)C(=O)OCC (ethyl 2,3-dibromo-1,4-benzodioxin-2-carboxylate), [I-].[Na+] (sodium iodide). Solvent: CC(=O)C (acetone). Run at time 3 hour. Yields the product O1C(=COC2=C1C=CC=C2)C(=O)OCC (Ethyl 1,4-benzodioxin-2-carboxylate). Isolated yield 85.0%. Reaction SMILES: Br[C:2]1([C:13]([O:15][CH2:16][CH3:17])=[O:14])[O:7][C:6]2[CH:8]=[CH:9][CH:10]=[CH:11][C:5]=2[O:4][CH:3]1Br.[I-].[Na+]>CC(C)=O>[O:7]1[C:6]2[CH:8]=[CH:9][CH:10]=[CH:11][C:5]=2[O:4][CH:3]=[C:2]1[C:13]([O:15][CH2:16][CH3:17])=[O:14] |f:1.2|. Reported procedure: Stir for 3 hours, at room temperature and under a nitrogen atmosphere, a mixture of 16 g (43.7 mmol) of ethyl 2,3-dibromo-1,4-benzodioxin-2-carboxylate and 24 g (160 mmol) of sodium iodide in 80 cm3 of anhydrous acetone. The reaction mixture is then concentrated under reduced pressure, hydrolysed with 80 cm3 of water, and subsequently extracted with diethyl ether. After treatment with an aqueous sodium thiosulfate solution followed by drying over magnesium sulfate, the ethereal phase is concentr... The reactants are C1(=CC=CC=C1)N1C2=CC=CC=C2C=2C=C(C=CC12)C=1C=CC=2NC3=CC=CC=C3C2C1 (9-phenyl-9H,9′H-3,3′-bicarbazole), ClC=1C2=C(N=CN1)C1=C(S2)C=CC=C1 (4-chlorobenzo[4,5]thieno[3,2-d]pyrimidine), C1(CCCCC1)P(C1=C(C=CC=C1)C1=C(C=CC=C1OC)OC)C1CCCCC1 (dicyclohexyl(2′,6′-dimethoxy-[1,1′-biphenyl]-2-yl)phosphine), CC(C)(C)[O-].[Na+] (sodium 2-methylpropan-2-olate). Reagents/catalysts: C=1C=CC(=CC1)/C=C/C(=O)/C=C/C2=CC=CC=C2.C=1C=CC(=CC1)/C=C/C(=O)/C=C/C2=CC=CC=C2.C=1C=CC(=CC1)/C=C/C(=O)/C=C/C2=CC=CC=C2.[Pd].[Pd] (Pd2dba3). Solvent: C1(=CC(=CC=C1)C)C (m-Xylene). Reaction conditions: temperature 150 celsius. The product is C1(=CC=CC=C1)N1C2=CC=CC=C2C=2C=C(C=CC12)C=1C=CC=2N(C3=CC=CC=C3C2C1)C=1C2=C(N=CN1)C1=C(S2)C=CC=C1 (4-(9′-phenyl-9H,9′H-[3,3′-bicarbazol]-9-yl)benzo[4,5]thieno[3,2-d]pyrimidine). Isolated yield 44.0%. RXN SMILES: [C:1]1([N:7]2[C:19]3[CH:18]=[CH:17][C:16]([C:20]4[CH:21]=[CH:22][C:23]5[NH:24][C:25]6[C:30]([C:31]=5[CH:32]=4)=[CH:29][CH:28]=[CH:27][CH:26]=6)=[CH:15][C:14]=3[C:13]3[C:8]2=[CH:9][CH:10]=[CH:11][CH:12]=3)[CH:6]=[CH:5][CH:4]=[CH:3][CH:2]=1.Cl[C:34]1[C:35]2[S:42][C:41]3[CH:43]=[CH:44][CH:45]=[CH:46][C:40]=3[C:36]=2[N:37]=[CH:38][N:39]=1.C1(P(C2CCCCC2)C2C=CC=CC=2C2C(OC)=CC=CC=2OC)CCCCC1.CC([O-])(C)C.[Na+]>C1(C)C=CC=C(C)C=1.C1C=CC(/C=C/C(/C=C/C2C=CC=CC=2)=O)=CC=1.C1C=CC(/C=C/C(/C=C/C2C=CC=CC=2)=O)=CC=1.C1C=CC(/C=C/C(/C=C/C2C=CC=CC=2)=O)=CC=1.[Pd].[Pd]>[C:1]1([N:7]2[C:19]3[CH:18]=[CH:17][C:16]([C:20]4[CH:21]=[CH:22][C:23]5[N:24]([C:34]6[C:35]7[S:42][C:41]8[CH:43]=[CH:44][CH:45]=[CH:46][C:40]=8[C:36]=7[N:37]=[CH:38][N:39]=6)[C:25]6[C:30]([C:31]=5[CH:32]=4)=[CH:29][CH:28]=[CH:27][CH:26]=6)=[CH:15][C:14]=3[C:13]3[C:8]2=[CH:9][CH:10]=[CH:11][CH:12]=3)[CH:6]=[CH:5][CH:4]=[CH:3][CH:2]=1 |f:3.4,6.7.8.9.10|. Procedure: 9-phenyl-9H,9′H-3,3′-bicarbazole (3.05 g, 7.47 mmol), 4-chlorobenzo[4,5]thieno[3,2-d]pyrimidine (1.812 g, 8.21 mmol), Pd2dba3 (0.342 g, 0.373 mmol), dicyclohexyl(2′,6′-dimethoxy-[1,1′-biphenyl]-2-yl)phosphine (S-Phos) (0.307 g, 0.747 mmol), and sodium 2-methylpropan-2-olate (1.794 g, 18.67 mmol) were charged to a 250 mL RBF, diluted in m-Xylene (Volume: 74.7 mL), degassed with nitrogen and heated to reflux at 150° C. overnight. The reaction was quenched with aqueous ammonium chloride and filtere... Starting materials: COCOCC1CN(C(=O)OC(C)(C)C)CCC1O, ClCCl. The product is COCOCC1CN(C(=O)OC(C)(C)C)CCC1=O. RXN SMILES: [C:1]([CH3:2])([CH3:3])([CH3:4])[O:5][C:6](=[O:7])[N:8]1[CH2:9][CH:10]([CH2:15][O:16][CH2:17][O:18][CH3:19])[CH:11]([OH:14])[CH2:12][CH2:13]1.[Cl:20][CH2:21][Cl:22]>>[C:1]([CH3:2])([CH3:3])([CH3:4])[O:5][C:6](=[O:7])[N:8]1[CH2:9][CH:10]([CH2:15][O:16][CH2:17][O:18][CH3:19])[C:11](=[O:14])[CH2:12][CH2:13]1. Reaction SMILES: [CH2:1]([O:5][CH2:6][CH2:7][O:8][C:9]1[CH:14]=[CH:13][C:12]([C:15]2[CH:16]=[CH:17][C:18]3[N:24](C=O)[CH2:23][CH2:22][C:21]([C:27]([NH:29][C:30]4[CH:35]=[CH:34][C:33]([CH2:36][N:37]([CH3:44])[CH:38]5[CH2:43][CH2:42][O:41][CH2:40][CH2:39]5)=[CH:32][CH:31]=4)=[O:28])=[CH:20][C:19]=3[CH:45]=2)=[CH:11][CH:10]=1)[CH2:2][CH2:3][CH3:4]>Cl.C1COCC1>[CH2:1]([O:5][CH2:6][CH2:7][O:8][C:9]1[CH:10]=[CH:11][C:12]([C:15]2[CH:16]=[CH:17][C:18]3[NH:24][CH2:23][CH2:22][C:21]([C:27]([NH:29][C:30]4[CH:31]=[CH:32][C:33]([CH2:36][N:37]([CH3:44])[CH:38]5[CH2:43][CH2:42][O:41][CH2:40][CH2:39]5)=[CH:34][CH:35]=4)=[O:28])=[CH:20][C:19]=3[CH:45]=2)=[CH:13][CH:14]=1)[CH2:2][CH2:3][CH3:4]. Run in Cl (hydrochloric acid), C1CCOC1 (THF). Reactants: C(CCC)OCCOC1=CC=C(C=C1)C=1C=CC2=C(C=C(CCN2C=O)C(=O)NC2=CC=C(C=C2)CN(C2CCOCC2)C)C1 (7-[4-(2-butoxyethoxy)phenyl]-1-formyl-N-[4-[[N-methyl-N-(tetrahydro-2H-pyran-4-yl)amino]methyl]phenyl]-2,3-dihydro-1H-1-benzazepine-4-carboxamide). The yield is 74.9%. Yields the product C(CCC)OCCOC1=CC=C(C=C1)C=1C=CC2=C(C=C(CCN2)C(=O)NC2=CC=C(C=C2)CN(C2CCOCC2)C)C1 (7-[4-(2-butoxyethoxy)phenyl]-N-[4-[[N-methyl-N-(tetrahydro-2H-pyran-4-yl)amino]methyl]phenyl]-2,3-dihydro-1H-1-benzazepine-4-carboxamide). Procedure details: In 1N hydrochloric acid (50 ml) and THF (50 ml) was dissolved 7-[4-(2-butoxyethoxy)phenyl]-1-formyl-N-[4-[[N-methyl-N-(tetrahydro-2H-pyran-4-yl)amino]methyl]phenyl]-2,3-dihydro-1H-1-benzazepine-4-carboxamide (1.4 g). The solution was refluxed for 4.5 hours, concentrated, neutralized with 1N sodium hydroxide solution and extracted with ethyl acetate. The organic layer was washed with water and saturated brine and dried with anhydrous magnesium sulfate. The solvent was evaporated to give 7-[4-(2-b... Reactants: C1(=CC=CC=C1)CC(O)(C1N(CCN(C1)CC1=CC=CC=C1)CC1=CC=CC=C1)CC1=CC=CC=C1 (α,α,1,4-Tetrakis(phenylmethyl)-2-piperazinemethanol). Reagents/catalysts: [C].[Pd] (Palladium carbon). Solvent: C(C)O.O (ethanol water). Product: C1(=CC=CC=C1)CC(O)(C1NCCNC1)CC1=CC=CC=C1 (α,α-Bis(phenylmethyl)-2-piperazinemethanol). Yield: 94.5%. As a reaction SMILES: [C:1]1([CH2:7][C:8]([CH2:30][C:31]2[CH:36]=[CH:35][CH:34]=[CH:33][CH:32]=2)([CH:10]2[CH2:15][N:14](CC3C=CC=CC=3)[CH2:13][CH2:12][N:11]2CC2C=CC=CC=2)[OH:9])[CH:6]=[CH:5][CH:4]=[CH:3][CH:2]=1>C(O)C.O.[C].[Pd]>[C:1]1([CH2:7][C:8]([CH2:30][C:31]2[CH:36]=[CH:35][CH:34]=[CH:33][CH:32]=2)([CH:10]2[CH2:15][NH:14][CH2:13][CH2:12][NH:11]2)[OH:9])[CH:2]=[CH:3][CH:4]=[CH:5][CH:6]=1 |f:1.2,3.4|. Procedure: α,α,1,4-Tetrakis(phenylmethyl)-2-piperazinemethanol (4.9 g, 10 mmol) was dissolved in ethanol/water (100 mL/5 mL). 10% Palladium carbon (0.49 g) was added thereto, and the mixture was stirred under hydrogen pressure (3.0 bar) at room temperature one whole day and night. The reaction system was filtered through a Celite, the Celite was washed with ethanol, and then the filtrate was concentrated under reduced pressure. The resulting crystals were washed with diethyl ether to obtain the title compo... Reactants: C(CCC)Br (n-butyl bromide), CN(C=O)C (N,N-dimethylformamide), [H-].[Na+] (sodium hydride), ClC1=C(CN2C(=NC3=C2C=C(C=C3)C(=O)OCC)C)C=CC(=C1)O (1-(2-chloro-4-hydroxybenzyl)-6-(ethoxycarbonyl)-2-methylbenzimidazole). Run in C(C)(=O)OCC (ethyl acetate), O (water). Conditions: time 1 hour. Product: C(CCC)OC1=CC(=C(CN2C(=NC3=C2C=C(C=C3)C(=O)OCC)C)C=C1)Cl (1-(4-butyloxy-2-chlorobenzyl)-6-(ethoxycarbonyl)-2-methylbenzimidazole). The yield is 66.7%. As a reaction SMILES: CN(C)C=O.[H-].[Na+].[Cl:8][C:9]1[CH:30]=[C:29]([OH:31])[CH:28]=[CH:27][C:10]=1[CH2:11][N:12]1[C:16]2[CH:17]=[C:18]([C:21]([O:23][CH2:24][CH3:25])=[O:22])[CH:19]=[CH:20][C:15]=2[N:14]=[C:13]1[CH3:26].[CH2:32](Br)[CH2:33][CH2:34][CH3:35]>C(OCC)(=O)C.O>[CH2:32]([O:31][C:29]1[CH:28]=[CH:27][C:10]([CH2:11][N:12]2[C:16]3[CH:17]=[C:18]([C:21]([O:23][CH2:24][CH3:25])=[O:22])[CH:19]=[CH:20][C:15]=3[N:14]=[C:13]2[CH3:26])=[C:9]([Cl:8])[CH:30]=1)[CH2:33][CH2:34][CH3:35] |f:1.2|. Procedure: N,N-dimethylformamide (5 ml) was added to 60% sodium hydride (0.20 g, oily). Crystals of 1-(2-chloro-4-hydroxybenzyl)-6-(ethoxycarbonyl)-2-methylbenzimidazole (0.80 g) were added gradually thereto at room temperature. After stirring for 1 hour at room temperature, n-butyl bromide (0.28 g, 4.14 mmol) was added to the mixture. After further stirring for 15 hours at room temperature, water and subsequently ethyl acetate were added to the solution to effect extraction. The organic layer was separate...